This data is from the Open Reaction Database (ORD), a public repository of structured organic reaction records. The task is: describe an organic reaction: reactants, conditions, products, and yield Reactants: C(C)(=O)O.N1=CC=C(C2=NC=CC=C12)O (1,5-naphthyridin-4-ol acetic acid salt), O=P(Cl)(Cl)Cl (phosphoroxychloride). Run at temperature 110 celsius, time 30 minute. The product is ClC1=CC=NC2=CC=CN=C12 (4-chloro-1,5-naphthyridine). As a reaction SMILES: C(O)(=O)C.[N:5]1[C:14]2[C:9](=[N:10][CH:11]=[CH:12][CH:13]=2)[C:8](O)=[CH:7][CH:6]=1.O=P(Cl)(Cl)[Cl:18]>>[Cl:18][C:8]1[C:9]2[C:14](=[CH:13][CH:12]=[CH:11][N:10]=2)[N:5]=[CH:6][CH:7]=1 |f:0.1|. Procedure details: A mixture of 1,5-naphthyridin-4-ol acetic acid salt (D-6) (800 mg, 3.0 mmol, 1.0 eq) in phosphoroxychloride (5 mL, 53 mol, 17.6 eq) is stirred at 110° C. for 30 min, cooled to RT and then concentrated in vacuo. The residue is poured into ice-water (50 mL) and neutralized with saturated aqueous NaHCO3 solution to adjust the pH to 8-9 while keeping the temperature below 5° C. The mixture is stirred at RT for 30 min and then extracted with DCM (3×40 mL). The combined organic layers are washed with ... Reaction SMILES: [Br:1][c:2]1[c:3]([O:18][c:19]2[c:20]([N+:32]([O-:33])=[O:34])[cH:21][c:22]([C:25](=[O:26])[O:27][C:28]([CH3:29])([CH3:30])[CH3:31])[cH:23][cH:24]2)[c:4]([Cl:17])[cH:5][c:6]2[c:11]1[O:10][CH2:9][CH2:8][CH:7]2[C:12](=[O:13])[O:14][CH2:15][CH3:16].[Cl-:35].[NH4+:36].[O:37]1[CH2:38][CH2:39][CH2:40][CH2:41]1.[Zn:42]>>[Br:1][c:2]1[c:3]([O:18][c:19]2[c:20]([NH2:32])[cH:21][c:22]([C:25](=[O:26])[O:27][C:28]([CH3:29])([CH3:30])[CH3:31])[cH:23][cH:24]2)[c:4]([Cl:17])[cH:5][c:6]2[c:11]1[O:10][CH2:9][CH2:8][CH:7]2[C:12](=[O:13])[O:14][CH2:15][CH3:16]. The reactants are CCOC(=O)C1CCOc2c1cc(Cl)c(Oc1ccc(C(=O)OC(C)(C)C)cc1[N+](=O)[O-])c2Br, [Cl-], [NH4+], C1CCOC1, [Zn]. Product: CCOC(=O)C1CCOc2c1cc(Cl)c(Oc1ccc(C(=O)OC(C)(C)C)cc1N)c2Br. The reactants are NC1=CC=C(C(=O)O)C=C1 (p-aminobenzoic acid), C1CC(CCC1)CCC(=O)Cl (3-cyclohexanepropionyl chloride). Yields the product C1CC(CCC1)CCC(=O)NC1=CC=C(C(=O)O)C=C1 (4-(3-Cyclohexanepropionylamino)-benzoic acid). Reaction SMILES: [NH2:1][C:2]1[CH:10]=[CH:9][C:5]([C:6]([OH:8])=[O:7])=[CH:4][CH:3]=1.[CH2:11]1[CH2:16][CH2:15][CH2:14][CH:13]([CH2:17][CH2:18][C:19](Cl)=[O:20])[CH2:12]1>>[CH2:11]1[CH2:16][CH2:15][CH2:14][CH:13]([CH2:17][CH2:18][C:19]([NH:1][C:2]2[CH:10]=[CH:9][C:5]([C:6]([OH:8])=[O:7])=[CH:4][CH:3]=2)=[O:20])[CH2:12]1. Reported procedure: 4-(3-Cyclohexanepropionylamino)-benzoic acid was prepared as described in Example 3 from 10.0 g (0.073 mol) of p-aminobenzoic acid and 14.0 g (0.08 mol) of 3-cyclohexanepropionyl chloride. Reactants: Cc1ccc(S(=O)(=O)n2cncc2CC(O)CF)cc1, O=C1NC(=O)c2ccccc21, C1CCOC1, c1ccc(P(c2ccccc2)c2ccccc2)cc1. Yields the product O=C1NC(=O)c2c(F)cccc21. As a reaction SMILES: [F:1][CH2:2][CH:3]([OH:4])[CH2:5][c:6]1[n:7]([S:8]([c:9]2[cH:10][cH:11][c:12]([CH3:13])[cH:14][cH:15]2)(=[O:16])=[O:17])[cH:18][n:19][cH:20]1.[O:21]=[C:22]1[NH:23][C:24](=[O:25])[c:26]2[cH:27][cH:28][cH:29][cH:30][c:31]21.[O:51]1[CH2:52][CH2:53][CH2:54][CH2:55]1.[c:32]1([P:33]([c:34]2[cH:35][cH:36][cH:37][cH:38][cH:39]2)[c:40]2[cH:41][cH:42][cH:43][cH:44][cH:45]2)[cH:46][cH:47][cH:48][cH:49][cH:50]1>>[F:1][c:30]1[cH:29][cH:28][cH:27][c:26]2[c:31]1[C:22](=[O:21])[NH:23][C:24]2=[O:25]. Starting materials: O=CO, Nc1nc(Cl)c2ncn(CC=CCO)c2n1, O. Yields the product Nc1nc2c(ncn2CC=CCO)c(=O)[nH]1. Reaction SMILES: [CH:18](=[O:19])[OH:20].[NH2:1][c:2]1[n:3][c:4]([Cl:16])[c:5]2[n:6][cH:7][n:8]([CH2:11][CH:12]=[CH:13][CH2:14][OH:15])[c:9]2[n:10]1.[OH2:17]>>[NH2:1][c:2]1[nH:3][c:4](=[O:19])[c:5]2[n:6][cH:7][n:8]([CH2:11][CH:12]=[CH:13][CH2:14][OH:15])[c:9]2[n:10]1. Starting materials: BrC=1C=CC2=C(C3=NC(=CN3CCO2)I)C1 (9-bromo-2-iodo-4,5-dihydro-6-oxa-1,3a-diazabenzo[e]azulene), C(CCC)[Sn](C1=NC=CC=C1)(CCCC)CCCC (2-tributylstannanylpyridine), Pd2(PPh3)2Cl2. Reagents/catalysts: [Cu](I)I (copper iodide). Solvent: CN(C)C=O (DMF). Reaction conditions: temperature 100 celsius. Product: BrC=1C=CC2=C(C3=NC(=CN3CCO2)C2=NC=CC=C2)C1 (9-Bromo-2-pyridin-2-yl-4,5-dihydro-6-oxa-1,3a-diazabenzo[e]azulene). The yield is 79.9%. As a reaction SMILES: [Br:1][C:2]1[CH:3]=[CH:4][C:5]2[O:14][CH2:13][CH2:12][N:11]3[C:7](=[N:8][C:9](I)=[CH:10]3)[C:6]=2[CH:16]=1.C([Sn](CCCC)(CCCC)[C:22]1[CH:27]=[CH:26][CH:25]=[CH:24][N:23]=1)CCC>CN(C=O)C.[Cu](I)I>[Br:1][C:2]1[CH:3]=[CH:4][C:5]2[O:14][CH2:13][CH2:12][N:11]3[C:7](=[N:8][C:9]([C:22]4[CH:27]=[CH:26][CH:25]=[CH:24][N:23]=4)=[CH:10]3)[C:6]=2[CH:16]=1. Procedure details: A mixture of 9-bromo-2-iodo-4,5-dihydro-6-oxa-1,3a-diazabenzo[e]azulene (200 mg, 0.512 mmol), 2-tributylstannanylpyridine (226 g, 0.614 mmol), Pd2(PPh3)2Cl2 (36 mg, 0.05 mmol) and copper iodide (29 mg, 0.15 mmol) in DMF (4 mL) was purged with nitrogen and then heated at 100° C. for 1 h using microwave irradiation. The reaction mixture was diluted with MeOH (20 mL) and then loaded onto an Isolute® SCX-2 cartridge which was washed with MeOH and the product eluted with 0.5M NH3/MeOH. The product co... Starting materials: O1C(=CC=C1)C(CC1=CC(=CC=C1)OCC1=CC=CC=C1)=O (1-(Furan-2-yl)-2-(3-benzyloxyphenyl)ethan-1-one), [BH4-].[Na+] (NaBH4). The solvent is CO (MeOH). Product: O1C(=CC=C1)C(CC1=CC(=CC=C1)OCC1=CC=CC=C1)O (1-(furan-2-yl)-2-(3-benzyloxyphenyl)ethan-1-ol). As a reaction SMILES: [O:1]1[CH:5]=[CH:4][CH:3]=[C:2]1[C:6](=[O:22])[CH2:7][C:8]1[CH:13]=[CH:12][CH:11]=[C:10]([O:14][CH2:15][C:16]2[CH:21]=[CH:20][CH:19]=[CH:18][CH:17]=2)[CH:9]=1.[BH4-].[Na+]>CO>[O:1]1[CH:5]=[CH:4][CH:3]=[C:2]1[CH:6]([OH:22])[CH2:7][C:8]1[CH:13]=[CH:12][CH:11]=[C:10]([O:14][CH2:15][C:16]2[CH:21]=[CH:20][CH:19]=[CH:18][CH:17]=2)[CH:9]=1 |f:1.2|. Procedure details: 1-(Furan-2-yl)-2-(3-benzyloxyphenyl)ethan-1-one (4 kg, 13.69 mol) was dissolved in MeOH (35 L), and NaBH4 (520 g, 13.75 mol) was slowly added to the solution at 5° C. After the reaction was completed, the solution was quenched with H2O, and the MeOH was evaporated. The residue was extracted with EtOAc and the organic layer was washed with brine, dried over MgSO4, and evaporated to give the 1-(furan-2-yl)-2-(3-benzyloxyphenyl)ethan-1-ol as yellow oil: 3.97 kg (crude yield: 98%)